From a dataset of the Open Reaction Database (ORD), a public repository of structured organic reaction records. describe an organic reaction: reactants, conditions, products, and yield Starting materials: CCOC(=O)CN1CCNCCN(CC(=O)OCC)CCN(CC(=O)OCC)CC1, CS(=O)(=O)N(Cc1ccccc1)CC1CO1, CCO. RXN SMILES: [CH2:1]([CH3:2])[O:3][C:4](=[O:5])[CH2:6][N:7]1[CH2:8][CH2:9][N:10]([CH2:25][C:26](=[O:27])[O:28][CH2:29][CH3:30])[CH2:11][CH2:12][N:13]([CH2:19][C:20](=[O:21])[O:22][CH2:23][CH3:24])[CH2:14][CH2:15][NH:16][CH2:17][CH2:18]1.[CH2:31]([c:32]1[cH:33][cH:34][cH:35][cH:36][cH:37]1)[N:38]([S:39](=[O:40])(=[O:41])[CH3:42])[CH2:43][CH:44]1[O:45][CH2:46]1.[CH3:47][CH2:48][OH:49]>>[CH2:1]([CH3:2])[O:3][C:4](=[O:5])[CH2:6][N:7]1[CH2:8][CH2:9][N:10]([CH2:25][C:26](=[O:27])[O:28][CH2:29][CH3:30])[CH2:11][CH2:12][N:13]([CH2:19][C:20](=[O:21])[O:22][CH2:23][CH3:24])[CH2:14][CH2:15][N:16]([CH2:46][CH:44]([CH2:43][N:38]([CH2:31][c:32]2[cH:33][cH:34][cH:35][cH:36][cH:37]2)[S:39](=[O:40])(=[O:41])[CH3:42])[OH:45])[CH2:17][CH2:18]1. Yields the product CCOC(=O)CN1CCN(CC(=O)OCC)CCN(CC(O)CN(Cc2ccccc2)S(C)(=O)=O)CCN(CC(=O)OCC)CC1.